Dataset: the Open Reaction Database (ORD), a public repository of structured organic reaction records. Task: describe an organic reaction: reactants, conditions, products, and yield Starting materials: ClC1=C(C(=O)O)C(=CC=C1)Cl (2,6-dichlorobenzoic acid), CC1=NC=C(C=N1)C(CN)N1CCOCCC1 (2-(2-methylpyrimidin-5-yl)-2-(1,4-oxazepan-4-yl)ethanamine). The product is ClC1=C(C(=O)NCC(N2CCOCCC2)C=2C=NC(=NC2)C)C(=CC=C1)Cl (2,6-dichloro-N-(2-(2-methylpyrimidin-5-yl)-2-(1,4-oxazepan-4-yl)ethyl)benzamide). Reaction SMILES: [Cl:1][C:2]1[CH:10]=[CH:9][CH:8]=[C:7]([Cl:11])[C:3]=1[C:4]([OH:6])=O.[CH3:12][C:13]1[N:18]=[CH:17][C:16]([CH:19]([N:22]2[CH2:28][CH2:27][CH2:26][O:25][CH2:24][CH2:23]2)[CH2:20][NH2:21])=[CH:15][N:14]=1>>[Cl:11][C:7]1[CH:8]=[CH:9][CH:10]=[C:2]([Cl:1])[C:3]=1[C:4]([NH:21][CH2:20][CH:19]([C:16]1[CH:17]=[N:18][C:13]([CH3:12])=[N:14][CH:15]=1)[N:22]1[CH2:28][CH2:27][CH2:26][O:25][CH2:24][CH2:23]1)=[O:6]. Procedure details: From 2,6-dichlorobenzoic acid and 2-(2-methylpyrimidin-5-yl)-2-(1,4-oxazepan-4-yl)ethanamine.